From a dataset of the Open Reaction Database (ORD), a public repository of structured organic reaction records. describe an organic reaction: reactants, conditions, products, and yield The reactants are O=Cc1ccc(OCc2ccccc2-c2ccccc2C(=O)O)cc1, O=C1CSC(=S)N1. The product is O=C1NC(=S)SC1=Cc1ccc(OCc2ccccc2-c2ccccc2C(=O)O)cc1. As a reaction SMILES: [C:1](=[O:2])([OH:3])[c:4]1[c:5](-[c:10]2[c:11]([CH2:12][O:13][c:14]3[cH:15][cH:16][c:17]([CH:18]=[O:19])[cH:20][cH:21]3)[cH:22][cH:23][cH:24][cH:25]2)[cH:6][cH:7][cH:8][cH:9]1.[S:26]1[C:27](=[S:28])[NH:29][C:30](=[O:31])[CH2:32]1>>[C:1](=[O:2])([OH:3])[c:4]1[c:5](-[c:10]2[c:11]([CH2:12][O:13][c:14]3[cH:15][cH:16][c:17]([CH:18]=[C:32]4[S:26][C:27](=[S:28])[NH:29][C:30]4=[O:31])[cH:20][cH:21]3)[cH:22][cH:23][cH:24][cH:25]2)[cH:6][cH:7][cH:8][cH:9]1. Starting materials: C(C)(CC)C1=C(N)C(=CC=C1)Br ((−)-2-sec-butyl-6-bromoaniline), C(=C)(C)B1OC(C)(C)C(C)(C)O1 (isopropenylboronic acid pinacol ester), CC#N (MeCN), C(=O)([O-])[O-].[K+].[K+] (K2CO3). Reagents/catalysts: C=1C=CC(=CC1)[P](C=2C=CC=CC2)(C=3C=CC=CC3)[Pd]([P](C=4C=CC=CC4)(C=5C=CC=CC5)C=6C=CC=CC6)([P](C=7C=CC=CC7)(C=8C=CC=CC8)C=9C=CC=CC9)[P](C=1C=CC=CC1)(C=1C=CC=CC1)C=1C=CC=CC1 (tetrakis(triphenylphosphine)palladium(0)). The solvent is O (water). The product is C(C)(CC)C1=C(N)C(=CC=C1)C(C)C ((−)-2-sec-butyl-6-isopropylaniline). As a reaction SMILES: [CH:1]([C:5]1[CH:11]=[CH:10][CH:9]=[C:8](Br)[C:6]=1[NH2:7])([CH2:3][CH3:4])[CH3:2].[C:13](B1OC(C)(C)C(C)(C)O1)([CH3:15])=[CH2:14].CC#N.C([O-])([O-])=O.[K+].[K+]>O.C1C=CC([P]([Pd]([P](C2C=CC=CC=2)(C2C=CC=CC=2)C2C=CC=CC=2)([P](C2C=CC=CC=2)(C2C=CC=CC=2)C2C=CC=CC=2)[P](C2C=CC=CC=2)(C2C=CC=CC=2)C2C=CC=CC=2)(C2C=CC=CC=2)C2C=CC=CC=2)=CC=1>[CH:1]([C:5]1[CH:11]=[CH:10][CH:9]=[C:8]([CH:13]([CH3:15])[CH3:14])[C:6]=1[NH2:7])([CH2:3][CH3:4])[CH3:2] |f:3.4.5,^1:38,40,59,78|. Procedure: (−)-2-Sec-butyl-6-bromoaniline (2) (0.684 g, 3 mmol), isopropenylboronic acid pinacol ester (1 g, 6 mmol), tetrakis(triphenylphosphine)palladium(0) (0.035 g, 0.03 mmol), MeCN 10 ml and K2CO3 (5 ml, 1M solution) were heated in a microwave at 160° C. for 400 sec. The reaction mixture was diluted with water (75 ml). Products were extracted with ethyl acetate (50 ml). The organic layer was washed with 5% NaHCO3, brine and dried over anhydrous MgSO4. The solvent was removed under reduced pressure, an...